Dataset: the Open Reaction Database (ORD), a public repository of structured organic reaction records. Task: describe an organic reaction: reactants, conditions, products, and yield The reactants are FC(F)(F)SCl, [Na+], [Na+], O=C([O-])[O-], c1ccc(-c2cc[nH]c2-c2ccccc2)cc1. The product is FC(F)(F)Sc1cc(-c2ccccc2)c(-c2ccccc2)[nH]1. RXN SMILES: [F:24][C:25]([S:26][Cl:27])([F:28])[F:29].[Na+:18].[Na+:19].[O-:20][C:21](=[O:22])[O-:23].[c:1]1(-[c:7]2[nH:8][cH:9][cH:10][c:11]2-[c:12]2[cH:13][cH:14][cH:15][cH:16][cH:17]2)[cH:2][cH:3][cH:4][cH:5][cH:6]1>>[c:1]1(-[c:7]2[nH:8][c:9]([S:26][C:25]([F:24])([F:28])[F:29])[cH:10][c:11]2-[c:12]2[cH:13][cH:14][cH:15][cH:16][cH:17]2)[cH:2][cH:3][cH:4][cH:5][cH:6]1. The reactants are C(=O)(OC)C=P(C1=CC=CC=C1)(C1=CC=CC=C1)C1=CC=CC=C1 ((carbomethoxymethylene) triphenylphosphorane), COC1=C(C=CC=C1)C(=CC=O)C1=C(C=CC=C1)OC (3,3-bis(2-methoxyphenyl) -2-propenal). The solvent is C(Cl)(Cl)(Cl)Cl (carbon tetrachloride), ClCCl (dichloromethane). The product is COC(\C=C\C=C(C1=C(C=CC=C1)OC)C1=C(C=CC=C1)OC)=O ((E)-5,5-bis(2-methoxyphenyl)-2,4-pentadienoic acid methyl ester). Yield: 75.7%. As a reaction SMILES: [CH3:1][O:2][C:3]1[CH:8]=[CH:7][CH:6]=[CH:5][C:4]=1[C:9]([C:13]1[CH:18]=[CH:17][CH:16]=[CH:15][C:14]=1[O:19][CH3:20])=[CH:10][CH:11]=O.[C:21]([CH:25]=P(C1C=CC=CC=1)(C1C=CC=CC=1)C1C=CC=CC=1)([O:23][CH3:24])=[O:22]>C(Cl)(Cl)(Cl)Cl.ClCCl>[CH3:24][O:23][C:21](=[O:22])/[CH:25]=[CH:11]/[CH:10]=[C:9]([C:13]1[CH:18]=[CH:17][CH:16]=[CH:15][C:14]=1[O:19][CH3:20])[C:4]1[CH:5]=[CH:6][CH:7]=[CH:8][C:3]=1[O:2][CH3:1]. Procedure details: In the manner described in Example 99, 3,3-bis(2-methoxyphenyl) -2-propenal (7.1 g) was reacted with (carbomethoxymethylene) triphenylphosphorane (9.7 g) in carbon tetrachloride (60 ml) and dichloromethane (20 mL) for 3 days at room temperature and then overnight at reflux. The crude ester isolated in the normal manner was crystallized from 2-propanol-hexane to yield 6.5 g of (E)-5,5-bis(2-methoxyphenyl)-2,4-pentadienoic acid methyl ester, mp 100°-102° C. A portion was recrystallized from the sa... Product: ClC=1C=C(C=CC1Cl)C(CCNC(=NCCCC=1N=CNC1)N)C1=NC=CC=C1 (N1 -[3-(3,4-Dichlorophenyl)-3-(pyridin-2-yl)-propyl]-N2 -[3-(1H-imidazol-4-yl)propyl]-guanidine). Starting materials: C(C1=CC=CC=C1)(=O)NC(=NCCC(C1=NC=CC=C1)C1=CC(=C(C=C1)Cl)Cl)NCCCC=1N=CNC1 (N1 -benzoyl-N2 -[3-(3,4-dichlorophenyl)-3-(pyridin-2-yl)propyl]-N3 -[3-(1H-imidazol-4-yl)propyl]-guanidine). Procedure details: 0.8 g (1.5 mmol) of N1 -benzoyl-N2 -[3-(3,4-dichlorophenyl)-3-(pyridin-2-yl)propyl]-N3 -[3-(1H-imidazol-4-yl)propyl]-guanidine are heated under reflux in 40 ml of 20% hydrochloric acid for 10 hours. The hydrochloric acid solution is then extracted three times with ether, evaporated to dryness under vacuum and dried in a high vacuum. 0.74 g (91%) of the trihydrochloride is left behind as a hygroscopic, amorphous solid. Reaction SMILES: C([NH:9][C:10]([NH:29][CH2:30][CH2:31][CH2:32][C:33]1[N:34]=[CH:35][NH:36][CH:37]=1)=[N:11][CH2:12][CH2:13][CH:14]([C:21]1[CH:26]=[CH:25][C:24]([Cl:27])=[C:23]([Cl:28])[CH:22]=1)[C:15]1[CH:20]=[CH:19][CH:18]=[CH:17][N:16]=1)(=O)C1C=CC=CC=1>Cl>[Cl:28][C:23]1[CH:22]=[C:21]([CH:14]([C:15]2[CH:20]=[CH:19][CH:18]=[CH:17][N:16]=2)[CH2:13][CH2:12][NH:11][C:10]([NH2:9])=[N:29][CH2:30][CH2:31][CH2:32][C:33]2[N:34]=[CH:35][NH:36][CH:37]=2)[CH:26]=[CH:25][C:24]=1[Cl:27]. The solvent is Cl (hydrochloric acid). The reactants are C(C)(=O)OCC (ethyl acetate), C(C)(C)(C)OC(=O)CON=C(C(=O)OC(C1=CC=CC=C1)C1=CC=CC=C1)C1=NSC=N1 (benzhydryl 2-tert-butoxycarbonylmethoxyimino-2-(1,2,4-thiadiazol-3-yl)acetate), C1(=CC=CC=C1)OC (anisole), FC(C(=O)O)(F)F (trifluoroacetic acid). The product is C(C)(C)(C)OC(=O)CON=C(C(=O)O)C1=NSC=N1 (2-tert-butoxycarbonylmethoxyimino-2-(1,2,4-thiadiazol-3-yl)acetic acid). Procedure: To a solution of benzhydryl 2-tert-butoxycarbonylmethoxyimino-2-(1,2,4-thiadiazol-3-yl)acetate (syn isomer) (6.5 g) and anisole (6.5 ml) in methylene chloride (60 ml) was added trifluoroacetic acid (13 ml) at ambient temperature, and the mixture was stirred at the same temperature for 25 minutes. To the reaction mixture was added ethyl acetate and the solution was washed with water. To the separated organic layer was added water and the mixture was adjusted to pH 7.5 with 20% aqueous sodium carb... Run at time 25 minute. The solvent is C(Cl)Cl (methylene chloride). Reaction SMILES: [C:1]([O:5][C:6]([CH2:8][O:9][N:10]=[C:11]([C:28]1[N:32]=[CH:31][S:30][N:29]=1)[C:12]([O:14]C(C1C=CC=CC=1)C1C=CC=CC=1)=[O:13])=[O:7])([CH3:4])([CH3:3])[CH3:2].C1(OC)C=CC=CC=1.FC(F)(F)C(O)=O.C(OCC)(=O)C>C(Cl)Cl>[C:1]([O:5][C:6]([CH2:8][O:9][N:10]=[C:11]([C:28]1[N:32]=[CH:31][S:30][N:29]=1)[C:12]([OH:14])=[O:13])=[O:7])([CH3:4])([CH3:2])[CH3:3]. Isolated yield 53.4%. The reactants are [BH4-].[Na+] (Sodium borohydride), N1(N=CN=C1)C(C(=O)C1=CC=C(C=C1)Cl)CC1=C(C=C(C=C1)Cl)Cl (2-(1,2,4-triazol-1-yl)-2-(2',4'-dichlorobenzyl)-4'-chloroacetophenone). The solvent is CO (methanol). Product: ClC1=CC=C(C=C1)C(C(CC1=C(C=C(C=C1)Cl)Cl)N1N=CN=C1)O (1-(4'-chlorophenyl)-2-(1,2,4-triazol-1-yl)-3-(2',4'-dichlorophenyl)-propan-1-ol). Yield: 80.0%. As a reaction SMILES: [BH4-].[Na+].[N:3]1([CH:8]([CH2:18][C:19]2[CH:24]=[CH:23][C:22]([Cl:25])=[CH:21][C:20]=2[Cl:26])[C:9]([C:11]2[CH:16]=[CH:15][C:14]([Cl:17])=[CH:13][CH:12]=2)=[O:10])[CH:7]=[N:6][CH:5]=[N:4]1>CO>[Cl:17][C:14]1[CH:15]=[CH:16][C:11]([CH:9]([OH:10])[CH:8]([N:3]2[CH:7]=[N:6][CH:5]=[N:4]2)[CH2:18][C:19]2[CH:24]=[CH:23][C:22]([Cl:25])=[CH:21][C:20]=2[Cl:26])=[CH:12][CH:13]=1 |f:0.1|. Procedure details: Sodium borohydride (0.42 g) was added in small portions to 2-(1,2,4-triazol-1-yl)-2-(2',4'-dichlorobenzyl)-4'-chloroacetophenone (4.2 g) in methanol (40 ml). When the effervescence ceased, the mixture was refluxed for 1 hour, cooled to room temperature and the methanol removed at the water pump. The residue was acidified with 1N-hydrochloric acid to give a solid which was filtered and washed. Recrystallisation from ethanol/water gave white crystals of the title compound (yield 80%). The solvent is CN(C=O)C (dimethylformamide). As a reaction SMILES: [CH3:1][N:2]([CH3:21])[CH2:3][CH2:4][NH:5][C:6]1[CH:11]=[CH:10][C:9]([C:12]2[C:20]3[C:15](=[N:16][CH:17]=[CH:18][CH:19]=3)[NH:14][N:13]=2)=[CH:8][CH:7]=1.C(=O)([O-])[O-].[K+].[K+].Cl[CH2:29][C:30]([O:32][CH2:33][CH3:34])=[O:31]>CN(C)C=O>[CH3:1][N:2]([CH3:21])[CH2:3][CH2:4][NH:5][C:6]1[CH:11]=[CH:10][C:9]([C:12]2[C:20]3[C:15](=[N:16][CH:17]=[CH:18][CH:19]=3)[N:14]([CH2:29][C:30]([O:32][CH2:33][CH3:34])=[O:31])[N:13]=2)=[CH:8][CH:7]=1 |f:1.2.3|. Conditions: temperature 50 celsius, time 4 hour. The product is CN(CCNC1=CC=C(C=C1)C1=NN(C2=NC=CC=C21)CC(=O)OCC)C (ethyl 3-[4-(2-dimethylaminoethylamino)phenyl]-1H-pyrazolo[3,4-b]pyridin-1-ylacetate). Reported procedure: To a mixture of 6 g of 3-[4-(2-dimethylaminoethylamino)phenyl]-1H-pyrazolo[3,4-b]pyridine, 5 g of potassium carbonate and 60 ml of dimethylformamide was added dropwise 4.6 g of ethyl chloroacetate. The mixture was stirred at 50° C. for 4 hours. After the solvent was distilled off, the residue was dissolved in ethyl acetate and washed with water. After ethyl acetate was distilled off, the residue was purified by column chromatography to give ethyl 3-[4-(2-dimethylaminoethylamino)phenyl]-1H-pyrazo... Starting materials: CN(CCNC1=CC=C(C=C1)C1=NNC2=NC=CC=C21)C (3-[4-(2-dimethylaminoethylamino)phenyl]-1H-pyrazolo[3,4-b]pyridine), C([O-])([O-])=O.[K+].[K+] (potassium carbonate), ClCC(=O)OCC (ethyl chloroacetate). Reactants: CC1=C(C=CC=C1)C1=C(C(=O)NC2=CC=C(C(=O)N3CCCC(C4=C3C=CC=C4)=O)C=C2)C=CC=C1 (1-{4-[2-(2-methylphenyl)benzoylamino]benzoyl}-2,3,4,5-tetrahydro-1H-1-benzazepin-5-one), [BH4-].[Na+] (sodium borohydride). The solvent is C(Cl)(Cl)Cl (chloroform), CO (methanol). Reaction conditions: time 4 hour. Yields the product OC1CCCN(C2=C1C=CC=C2)C(C2=CC=C(C=C2)NC(C2=C(C=CC=C2)C2=C(C=CC=C2)C)=O)=O (5-hydroxy-1-{4-[2-(2-methylphenyl)benzoylamino]benzoyl}-2,3,4,5-tetrahydro-1H-1-benzazepine). Isolated yield 93.2%. As a reaction SMILES: [CH3:1][C:2]1[CH:7]=[CH:6][CH:5]=[CH:4][C:3]=1[C:8]1[CH:36]=[CH:35][CH:34]=[CH:33][C:9]=1[C:10]([NH:12][C:13]1[CH:32]=[CH:31][C:16]([C:17]([N:19]2[C:25]3[CH:26]=[CH:27][CH:28]=[CH:29][C:24]=3[C:23](=[O:30])[CH2:22][CH2:21][CH2:20]2)=[O:18])=[CH:15][CH:14]=1)=[O:11].[BH4-].[Na+]>CO.C(Cl)(Cl)Cl>[OH:30][CH:23]1[C:24]2[CH:29]=[CH:28][CH:27]=[CH:26][C:25]=2[N:19]([C:17](=[O:18])[C:16]2[CH:15]=[CH:14][C:13]([NH:12][C:10](=[O:11])[C:9]3[CH:33]=[CH:34][CH:35]=[CH:36][C:8]=3[C:3]3[CH:4]=[CH:5][CH:6]=[CH:7][C:2]=3[CH3:1])=[CH:32][CH:31]=2)[CH2:20][CH2:21][CH2:22]1 |f:1.2|. Reported procedure: To a solution of 1-{4-[2-(2-methylphenyl)benzoylamino]benzoyl}-2,3,4,5-tetrahydro-1H-1-benzazepin-5-one (620 mg) in methanol (20 ml) was added sodium borohydride (49.4 mg) and the mixture was stirred at ambient temperature for 4 hours. The mixture was diluted with chloroform and the solution was washed with water and brine, and dried over magnesium sulfate. The solvent was evaporated in vacuo to give a syrup and the residue was purified by silica gel column (30g, 1% methanol in chloroform) to gi...